Dataset: the Open Reaction Database (ORD), a public repository of structured organic reaction records. Task: describe an organic reaction: reactants, conditions, products, and yield Reactants: IC (Iodomethane), C(C=C)OC(=O)N1C[C@H](C[C@H]1C(=O)NCC1=NC=C2SC=CN21)SC=2[C@@H]([C@H]1N(C2C(=O)OCC=C)C([C@@H]1[C@@H](C)O)=O)C (allyl(1R,5S,6S)-2-[(3S,5S)-1-allyloxycarbonyl-5-[(imidazo[5,1-b]thiazol-5-yl)methylaminocarbonyl]pyrrolidin-3-yl]thio-6-((1R)-1-hydroxyethyl)-1-methylcarbapen-2-em-3-carboxylate). Reaction conditions: time 19 hour. Product: [I-].C(C=C)OC(=O)N1C[C@H](C[C@H]1C(=O)NCC=1N(C=C2SC=C[N+]21)C)SC=2[C@@H]([C@H]1N(C2C(=O)OCC=C)C([C@@H]1[C@@H](C)O)=O)C (allyl(1R,5S,6S)-2-[(3S,5S)-1-allyloxycarbonyl-5-[(6-methylimidazo[5,1-b]thiazolium-5-yl)methylaminocarbonyl]pyrrolidin-3-yl]thio-6-((1R)-1-hydroxyethyl)-1-methylcarbapen-2-em-3-carboxylate iodide). Isolated yield 98.9%. Reaction SMILES: [I:1][CH3:2].[CH2:3]([O:6][C:7]([N:9]1[C@H:13]([C:14]([NH:16][CH2:17][C:18]2[N:25]3[C:21]([S:22][CH:23]=[CH:24]3)=[CH:20][N:19]=2)=[O:15])[CH2:12][C@H:11]([S:26][C:27]2[C@H:28]([CH3:44])[C@@H:29]3[C@@H:39]([C@H:40]([OH:42])[CH3:41])[C:38](=[O:43])[N:30]3[C:31]=2[C:32]([O:34][CH2:35][CH:36]=[CH2:37])=[O:33])[CH2:10]1)=[O:8])[CH:4]=[CH2:5]>>[I-:1].[CH2:3]([O:6][C:7]([N:9]1[C@H:13]([C:14]([NH:16][CH2:17][C:18]2[N:19]([CH3:2])[CH:20]=[C:21]3[N+:25]=2[CH:24]=[CH:23][S:22]3)=[O:15])[CH2:12][C@H:11]([S:26][C:27]2[C@H:28]([CH3:44])[C@@H:29]3[C@@H:39]([C@H:40]([OH:42])[CH3:41])[C:38](=[O:43])[N:30]3[C:31]=2[C:32]([O:34][CH2:35][CH:36]=[CH2:37])=[O:33])[CH2:10]1)=[O:8])[CH:4]=[CH2:5] |f:2.3|. Procedure: Iodomethane (1.00 g) is added to 43.2 mg of allyl(1R,5S,6S)-2-[(3S,5S)-1-allyloxycarbonyl-5-[(imidazo[5,1-b]thiazol-5-yl)methylaminocarbonyl]pyrrolidin-3-yl]thio-6-((1R)-1-hydroxyethyl)-1-methylcarbapen-2-em-3-carboxylate, and the mixture is allowed to stand in an argon atmosphere in a light-shielded state at room temperature for 19 hr. The excess reagent is removed by evaporation under reduced pressure to give 52.6 mg of allyl(1R,5S,6S)-2-[(3S,5S)-1-allyloxycarbonyl-5-[(6-methylimidazo[5,1-b]th... The reactants are N1(CCNCC1)CCCO (1-piperazinepropanol), C(C1=CC=NC=C1)(=O)O (isonicotinic acid), C1(=CC=C(C=C1)S(=O)(=O)O)C (p-toluene sulfonic acid), Cl (hydrochloride). The solvent is C1=CC=CC=C1 (benzene). Yields the product Cl.C(C1=CC=NC=C1)(=O)OCCCN1CCNCC1 (1-piperazinepropanol isonicotinate hydrochloride). Isolated yield 66.0%. As a reaction SMILES: [N:1]1([CH2:7][CH2:8][CH2:9][OH:10])[CH2:6][CH2:5][NH:4][CH2:3][CH2:2]1.[C:11](O)(=[O:18])[C:12]1[CH:17]=[CH:16][N:15]=[CH:14][CH:13]=1.C1(C)C=CC(S(O)(=O)=O)=CC=1.[ClH:31]>C1C=CC=CC=1>[ClH:31].[C:11]([O:10][CH2:9][CH2:8][CH2:7][N:1]1[CH2:6][CH2:5][NH:4][CH2:3][CH2:2]1)(=[O:18])[C:12]1[CH:17]=[CH:16][N:15]=[CH:14][CH:13]=1 |f:5.6|. Procedure: In 150 ml of absolute benzene there were dissolved 2.88 g of 1-piperazinepropanol, 3.2 g of isonicotinic acid and 30.4 g of p-toluene sulfonic acid. The resulting solution was heated for 15 hours to reflux while removing the formed water. The reaction liquid was cooled, washed with 15% potassium carbonate and then extracted with 10% hydrochloric acid. After the aqueous layer was washed with ether, the system was rendered alkaline with potassium carbonate and then extracted with ether. After the ... Starting materials: CCN=C=NCCCN(C)C, CC#N, CCC(CC)c1cc(C)n2nc(-c3ccc(OC)cc3Cl)n(CC(=O)O)c(=O)c12, Cl, N, O, O=C1CCC(=O)N1O. Product: CCC(CC)c1cc(C)n2nc(-c3ccc(OC)cc3Cl)n(CC(N)=O)c(=O)c12. RXN SMILES: [CH2:10]([N:11]=[C:12]=[N:13][CH2:14][CH2:15][CH2:16][N:17]([CH3:18])[CH3:19])[CH3:20].[CH3:52][C:53]#[N:54].[Cl:21][c:22]1[c:23](-[c:30]2[n:31][n:32]3[c:33]([c:34](=[O:40])[n:35]2[CH2:36][C:37](=[O:38])[OH:39])[c:41]([CH:45]([CH2:46][CH3:47])[CH2:48][CH3:49])[cH:42][c:43]3[CH3:44])[cH:24][cH:25][c:26]([O:28][CH3:29])[cH:27]1.[ClH:9].[NH3:50].[OH2:51].[OH:1][N:2]1[C:3](=[O:4])[CH2:5][CH2:6][C:7]1=[O:8]>>[NH2:2][C:37]([CH2:36][n:35]1[c:30](-[c:23]2[c:22]([Cl:21])[cH:27][c:26]([O:28][CH3:29])[cH:25][cH:24]2)[n:31][n:32]2[c:33]([c:34]1=[O:40])[c:41]([CH:45]([CH2:46][CH3:47])[CH2:48][CH3:49])[cH:42][c:43]2[CH3:44])=[O:38]. Starting materials: CC(=O)N1CC(C)(C)c2ccc(Nc3nccc(Nc4ccc5ncccc5c4)n3)cc21, CCOC(C)=O, CCO, Cl, [Na+], O=C([O-])O. Product: CC1(C)CNc2cc(Nc3nccc(Nc4ccc5ncccc5c4)n3)ccc21. Reaction SMILES: [C:1](=[O:2])([CH3:3])[N:4]1[CH2:5][C:6]([CH3:31])([CH3:32])[c:7]2[cH:8][cH:9][c:10]([NH:13][c:14]3[n:15][cH:16][cH:17][c:18]([NH:20][c:21]4[cH:22][c:23]5[cH:24][cH:25][cH:26][n:27][c:28]5[cH:29][cH:30]4)[n:19]3)[cH:11][c:12]21.[CH3:34][CH2:35][O:36][C:37]([CH3:38])=[O:39].[CH3:45][CH2:46][OH:47].[ClH:33].[Na+:44].[O-:40][C:41]([OH:42])=[O:43]>>[NH:4]1[CH2:5][C:6]([CH3:31])([CH3:32])[c:7]2[cH:8][cH:9][c:10]([NH:13][c:14]3[n:15][cH:16][cH:17][c:18]([NH:20][c:21]4[cH:22][c:23]5[cH:24][cH:25][cH:26][n:27][c:28]5[cH:29][cH:30]4)[n:19]3)[cH:11][c:12]21. Starting materials: C1CCOC1, CO, [H-], Cc1noc(N)c1Br, [Na+], O, O=S(=O)(Cl)c1ccccc1. Yields the product Cc1noc(NS(=O)(=O)c2ccccc2)c1Br. Reaction SMILES: [CH2:23]1[O:24][CH2:25][CH2:26][CH2:27]1.[CH3:21][OH:22].[H-:9].[NH2:1][c:2]1[c:3]([Br:8])[c:4]([CH3:7])[n:5][o:6]1.[Na+:10].[OH2:28].[c:11]1([S:17](=[O:18])(=[O:19])[Cl:20])[cH:12][cH:13][cH:14][cH:15][cH:16]1>>[NH:1]([c:2]1[c:3]([Br:8])[c:4]([CH3:7])[n:5][o:6]1)[S:17]([c:11]1[cH:12][cH:13][cH:14][cH:15][cH:16]1)(=[O:18])=[O:19]. Reactants: N1(C(CCC1)=O)C1=CC=C(C=C1)C(=O)C1CCC(=O)O1 (4-(4-(1-pyrrolidin-2-onyl)-phenyl-carbonyl)-γ-butyrolactone), O.NN (hydrazine hydrate), C(C)O (ethanol). The product is N1(C(CCC1)=O)C1=CC=C(C=C1)C=1C(CC(NN1)=O)CO (6-(4-(1-Pyrrolidin-2-onyl)-phenyl)-5-hydroxymethyl-2,3,4,5-tetrahydro-pyridazin-3-one). As a reaction SMILES: [N:1]1([C:7]2[CH:12]=[CH:11][C:10]([C:13]([CH:15]3OC(=O)[CH2:17][CH2:16]3)=O)=[CH:9][CH:8]=2)[CH2:5][CH2:4][CH2:3][C:2]1=[O:6].[OH2:21].[NH2:22][NH2:23].[CH2:24]([OH:26])C>>[N:1]1([C:7]2[CH:8]=[CH:9][C:10]([C:13]3[CH:15]([CH2:24][OH:26])[CH2:16][C:17](=[O:21])[NH:22][N:23]=3)=[CH:11][CH:12]=2)[CH2:5][CH2:4][CH2:3][C:2]1=[O:6] |f:1.2|. Reported procedure: 8.4 g (0.031 mol) of 4-(4-(1-pyrrolidin-2-onyl)-phenyl-carbonyl)-γ-butyrolactone and 1.7 g (0.034 mol) of hydrazine hydrate are stirred in 50 ml of ethanol at 50° C. for 2 hours, the mixture is cooled and the precipitate is filtered off with suction. The resulting hydrazone is heated under reflux with 70 ml of ethanol and 5 ml of acetic acid for 2 hours, the mixture is cooled and the precipitate is filtered off with suction and dried. Starting materials: COC(=O)CCCCN(Cc1ccc(OC)cc1)c1cc(C)c(Br)cc1C=O, CO, COC(=O)OC, C[O-], Cl, [Na+], O. Yields the product COC(=O)C1=Cc2cc(Br)c(C)cc2N(Cc2ccc(OC)cc2)CCC1. RXN SMILES: [Br:6][c:7]1[cH:8][c:9]([CH:32]=[O:33])[c:10]([N:14]([CH2:15][CH2:16][CH2:17][CH2:18][C:19](=[O:20])[O:21][CH3:22])[CH2:23][c:24]2[cH:25][cH:26][c:27]([O:30][CH3:31])[cH:28][cH:29]2)[cH:11][c:12]1[CH3:13].[CH3:1][OH:2].[CH3:35][O:36][C:37]([O:38][CH3:39])=[O:40].[CH3:3][O-:4].[ClH:34].[Na+:5].[OH2:41]>>[Br:6][c:7]1[cH:8][c:9]2[c:10]([cH:11][c:12]1[CH3:13])[N:14]([CH2:23][c:24]1[cH:25][cH:26][c:27]([O:30][CH3:31])[cH:28][cH:29]1)[CH2:15][CH2:16][CH2:17][C:18]([C:19](=[O:20])[O:21][CH3:22])=[CH:32]2. Starting materials: COC(=O)C=1C(=NC(=CC1C)N1CCOCC1)Cl (2-chloro-4-methyl-6-morpholino-pyridine-3-carboxylic acid methylester), C1(CC1)B(O)O (cyclopropyl boronic acid), [O-]P(=O)([O-])[O-].[K+].[K+].[K+] (K3PO4), C1(CCCCC1)P(C1CCCCC1)C1CCCCC1 (tri-cyclohexyl-phosphine). Reagents/catalysts: CC(=O)[O-].CC(=O)[O-].[Pd+2] (Pd(OAc)2). Solvent: C1(=CC=CC=C1)C (toluene), O (water), O (water). Run at temperature 120 celsius. Product: COC(=O)C=1C(=NC(=CC1C)N1CCOCC1)C1CC1 (2-cyclopropyl-4-methyl-6-morpholino-pyridine-3-carboxylic acid methylester). The yield is 49.9%. RXN SMILES: [CH3:1][O:2][C:3]([C:5]1[C:6](Cl)=[N:7][C:8]([N:12]2[CH2:17][CH2:16][O:15][CH2:14][CH2:13]2)=[CH:9][C:10]=1[CH3:11])=[O:4].[CH:19]1(B(O)O)[CH2:21][CH2:20]1.[O-]P([O-])([O-])=O.[K+].[K+].[K+].C1(P(C2CCCCC2)C2CCCCC2)CCCCC1>C1(C)C=CC=CC=1.CC([O-])=O.CC([O-])=O.[Pd+2].O>[CH3:1][O:2][C:3]([C:5]1[C:6]([CH:19]2[CH2:21][CH2:20]2)=[N:7][C:8]([N:12]2[CH2:17][CH2:16][O:15][CH2:14][CH2:13]2)=[CH:9][C:10]=1[CH3:11])=[O:4] |f:2.3.4.5,8.9.10|. Reported procedure: To a solution of 1.0 g (3.69 mmol) 2-chloro-4-methyl-6-morpholino-pyridine-3-carboxylic acid methylester (synthesis is described in section b) of example 354) in toluene (20 ml) were added 634 mg (7.38 mmol) cyclopropyl boronic acid, 2.74 g (12.9 mmol) K3PO4, 104 mg (0.37 mmol) tri-cyclohexyl-phosphine and water (1 ml). After degassing for 30 min 82 mg (0.37 mmol) Pd(OAc)2 were added and the reaction solution was heated at 120° C. for 16 h. The mixture was then poured into water and extracted wi... The reactants are CC(C)(C)OC(=O)c1cc(-c2ccncc2)ccc1C(=O)N1CCN(S(=O)(=O)c2ccc3cc(Cl)ccc3c2)CC1, ClCCl, Cl, O=C(O)C(F)(F)F. The product is O=C(O)c1cc(-c2ccncc2)ccc1C(=O)N1CCN(S(=O)(=O)c2ccc3cc(Cl)ccc3c2)CC1. As a reaction SMILES: [C:2]([CH3:3])([CH3:4])([CH3:5])[O:6][C:7](=[O:8])[c:9]1[c:10]([C:11](=[O:12])[N:13]2[CH2:14][CH2:15][N:16]([S:19](=[O:20])(=[O:21])[c:22]3[cH:23][c:24]4[cH:25][cH:26][c:27]([Cl:32])[cH:28][c:29]4[cH:30][cH:31]3)[CH2:17][CH2:18]2)[cH:33][cH:34][c:35](-[c:37]2[cH:38][cH:39][n:40][cH:41][cH:42]2)[cH:36]1.[Cl:50][CH2:51][Cl:52].[ClH:1].[OH:43][C:44]([C:45]([F:46])([F:47])[F:48])=[O:49]>>[O:6]=[C:7]([OH:8])[c:9]1[c:10]([C:11](=[O:12])[N:13]2[CH2:14][CH2:15][N:16]([S:19](=[O:20])(=[O:21])[c:22]3[cH:23][c:24]4[cH:25][cH:26][c:27]([Cl:32])[cH:28][c:29]4[cH:30][cH:31]3)[CH2:17][CH2:18]2)[cH:33][cH:34][c:35](-[c:37]2[cH:38][cH:39][n:40][cH:41][cH:42]2)[cH:36]1. The reactants are C1(=CC=CC=C1)[C@@H]1CNC[C@@H]1C1=CC(N(C(=C1)C)CC(=O)OCC)=O (4-(cis-3-Phenylpyrrolidin-4-yl)-6-methyl-1-ethoxycarbonylmethyl-2-pyridinone), CC1(C)CO1 (isobutylene oxide). Solvent: CCO (EtOH). Yields the product [NH4+].[OH-] (NH4OH), OC(CN1C[C@H]([C@H](C1)C1=CC(N(C(=C1)C)CC(=O)OCC)=O)C1=CC=CC=C1)(C)C (4-(1-(2-Hydroxy-2-methylpropyl)-cis-3-phenylpyrrolidin-4-yl)-6-methyl-1-ethoxycarbonylmethyl-2-pyridinone). Reaction SMILES: [C:1]1([C@H:7]2[C@@H:11]([C:12]3[CH:17]=[C:16]([CH3:18])[N:15]([CH2:19][C:20]([O:22][CH2:23][CH3:24])=[O:21])[C:14](=[O:25])[CH:13]=3)[CH2:10][NH:9][CH2:8]2)[CH:6]=[CH:5][CH:4]=[CH:3][CH:2]=1.[CH3:26][C:27]1([O:30][CH2:29]1)[CH3:28]>CCO>[NH4+:9].[OH-:21].[OH:30][C:27]([CH3:29])([CH3:28])[CH2:26][N:9]1[CH2:10][C@H:11]([C:12]2[CH:17]=[C:16]([CH3:18])[N:15]([CH2:19][C:20]([O:22][CH2:23][CH3:24])=[O:21])[C:14](=[O:25])[CH:13]=2)[C@H:7]([C:1]2[CH:6]=[CH:5][CH:4]=[CH:3][CH:2]=2)[CH2:8]1 |f:3.4|. Procedure details: A solution of 4-(cis-3-phenylpyrrolidin-4-yl)-6-methyl-1-ethoxycarbonylmethyl-2-pyridinone from step 6 above (0.2 g, 0.54 mmol) and isobutylene oxide (1 mL) in EtOH (4 mL) was heated to reflux for 1 h. The solvent was removed in vacuo and the residue was purified by flash column chromatography using 96:4:0.2 CH2Cl2:MeOH:NH4OH as eluant to give the title compound as an oil (0.17 g; TLC Rf=0.3, 96:4:0.2 CH2Cl2:MeOH:NH4OH; HPLC RT=5.08 min, method A).